Dataset: the Open Reaction Database (ORD), a public repository of structured organic reaction records. Task: describe an organic reaction: reactants, conditions, products, and yield Reactants: [N+](=O)([O-])C1=CC=C(C=C1)N1CCN(CC1)C(C(=O)OC)C1=CC=CC=C1 ((±)-methyl 4-(4-nitrophenyl)-α-phenyl-1-piperazineacetate), [OH-].[K+] (KOH). Run in C(C)O (ethanol). Conditions: time 18 hour. The product is O.[N+](=O)([O-])C1=CC=C(C=C1)N1CCN(CC1)C(C(=O)O)C1=CC=CC=C1 ((±)-4-(4-nitrophenyl)-α-phenyl-1-piperazineacetic acid monohydrate). The yield is 127.1%. RXN SMILES: [N+:1]([C:4]1[CH:9]=[CH:8][C:7]([N:10]2[CH2:15][CH2:14][N:13]([CH:16]([C:21]3[CH:26]=[CH:25][CH:24]=[CH:23][CH:22]=3)[C:17]([O:19]C)=[O:18])[CH2:12][CH2:11]2)=[CH:6][CH:5]=1)([O-:3])=[O:2].[OH-].[K+]>C(O)C>[OH2:2].[N+:1]([C:4]1[CH:5]=[CH:6][C:7]([N:10]2[CH2:11][CH2:12][N:13]([CH:16]([C:21]3[CH:22]=[CH:23][CH:24]=[CH:25][CH:26]=3)[C:17]([OH:19])=[O:18])[CH2:14][CH2:15]2)=[CH:8][CH:9]=1)([O-:3])=[O:2] |f:1.2,4.5|. Procedure details: A mixture of intermediate (1) (0.026 mole) and KOH (0.13 mole) in ethanol (150 ml) was stirred at room temperature for 18 hours, heated at 50° C. for 2.5 hours and cooled to room temperature. The precipitate was filtered off, stirred in 2-propanol, filtered off, washed three times with 2-propanol and dried. This fraction was stirred and refluxed in 2-propanol. HCl/2-propanol 6N (19.94 ml) was added. The mixture was stirred and refluxed, filtered warm and stirred in water (350 ml). The precipitat... Starting materials: Cl (hydrochloric acid), FC1(CCC(CC1)C1=C(C(=NC=2CC(C[C@@H](C12)O)(C)C)C1CCN(CC1)C1=NC=C(C=N1)OCC(CO)CO)[C@H](C1=CC=C(C=C1)C(F)(F)F)F)F ((5S)-4-(4,4-Difluorocyclohexyl)-3-{(S)-fluoro[4-(trifluoromethyl)phenyl]methyl}-2-(1-{5-[3-hydroxy-2-(hydroxymethyl)propoxy]pyrimidin-2-yl}piperidin-4-yl)-7,7-dimethyl-5,6,7,8-tetrahydroquinolin-5-ol). Solvent: C(C)(=O)OCC (ethyl acetate). Reaction conditions: temperature 60 celsius. The product is Cl.Cl.FC1(CCC(CC1)C1=C(C(=NC=2CC(C[C@@H](C12)O)(C)C)C1CCN(CC1)C1=NC=C(C=N1)OCC(CO)CO)[C@H](C1=CC=C(C=C1)C(F)(F)F)F)F ((5S)-4-(4,4-Difluorocyclohexyl)-3-{(S)-fluoro[4-(trifluoromethyl)phenyl]methyl}-2-(1-{5-[3-hydroxy-2-(hydroxymethyl)propoxy]pyrimidin-2-yl}piperidin-4-yl)-7,7-dimethyl-5,6,7,8-tetrahydr oquinolin-5-ol dihydrochloride). The yield is 85.7%. Reaction SMILES: [F:1][C:2]1([F:52])[CH2:7][CH2:6][CH:5]([C:8]2[C:17]3[C@@H:16]([OH:18])[CH2:15][C:14]([CH3:20])([CH3:19])[CH2:13][C:12]=3[N:11]=[C:10]([CH:21]3[CH2:26][CH2:25][N:24]([C:27]4[N:32]=[CH:31][C:30]([O:33][CH2:34][CH:35]([CH2:38][OH:39])[CH2:36][OH:37])=[CH:29][N:28]=4)[CH2:23][CH2:22]3)[C:9]=2[C@@H:40]([F:51])[C:41]2[CH:46]=[CH:45][C:44]([C:47]([F:50])([F:49])[F:48])=[CH:43][CH:42]=2)[CH2:4][CH2:3]1.[ClH:53]>C(OCC)(=O)C>[ClH:53].[ClH:53].[F:52][C:2]1([F:1])[CH2:3][CH2:4][CH:5]([C:8]2[C:17]3[C@@H:16]([OH:18])[CH2:15][C:14]([CH3:19])([CH3:20])[CH2:13][C:12]=3[N:11]=[C:10]([CH:21]3[CH2:26][CH2:25][N:24]([C:27]4[N:32]=[CH:31][C:30]([O:33][CH2:34][CH:35]([CH2:38][OH:39])[CH2:36][OH:37])=[CH:29][N:28]=4)[CH2:23][CH2:22]3)[C:9]=2[C@@H:40]([F:51])[C:41]2[CH:46]=[CH:45][C:44]([C:47]([F:48])([F:50])[F:49])=[CH:43][CH:42]=2)[CH2:6][CH2:7]1 |f:3.4.5|. Reported procedure: To a solution of 0.70 g (0.95 mmol) of (5S)-4-(4,4-Difluorocyclohexyl)-3-{(S)-fluoro[4-(trifluoromethyl)phenyl]methyl}-2-(1-{5-[3-hydroxy-2-(hydroxymethyl)propoxy]pyrimidin-2-yl}piperidin-4-yl)-7,7-dimethyl-5,6,7,8-tetrahydroquinolin-5-ol, which was prepared by a method similar to that of Reference Example 22, in 4.8 ml of ethyl acetate, 0.17 ml (2.0 mmol) of 35% hydrochloric acid was added dropwise with stirring at 60° C. Then, the reaction mixture was cooled to 20° C. and stirred for 3 hours. ...